From a dataset of the Open Reaction Database (ORD), a public repository of structured organic reaction records. describe an organic reaction: reactants, conditions, products, and yield Starting materials: C(C)NCC (Diethylamine), ClC1=C(NC(=C1Cl)C)C(=O)N[C@H]1[C@H](CN(CC1)C=1SC(=C(N1)C(=O)NCCOC)C(=O)O)OC (2-((3S,4R)-4-{[(3,4-dichloro-5-methyl-1H-pyrrol-2-yl)carbonyl]amino}-3-methoxypiperidin-1-yl)-4-{[(2-methoxyethyl)amino]carbonyl}-1,3-thiazole-5-carboxylic acid), C(Cl)Cl (methylene chloride). Run in CO (methanol). Conditions: time 5 minute. The product is ClC1=C(NC(=C1Cl)C)C(=O)N[C@H]1[C@H](CN(CC1)C=1SC(=C(N1)C(=O)NCCOC)C(=O)[O-])OC.C(C)[NH2+]CC (N-ethylethanaminium 2-((3S,4R)-4-{[(3,4-dichloro-5-methyl-1H-pyrrol-2-yl)carbonyl]amino}-3-methoxypiperidin-1-yl)-4-{[(2-methoxyethyl)amino]carbonyl}-1,3-thiazole-5-carboxylate). RXN SMILES: [CH2:1]([NH:3][CH2:4][CH3:5])[CH3:2].[Cl:6][C:7]1[C:11]([Cl:12])=[C:10]([CH3:13])[NH:9][C:8]=1[C:14]([NH:16][C@@H:17]1[CH2:22][CH2:21][N:20]([C:23]2[S:24][C:25]([C:35]([OH:37])=[O:36])=[C:26]([C:28]([NH:30][CH2:31][CH2:32][O:33][CH3:34])=[O:29])[N:27]=2)[CH2:19][C@@H:18]1[O:38][CH3:39])=[O:15].C(Cl)Cl>CO>[Cl:6][C:7]1[C:11]([Cl:12])=[C:10]([CH3:13])[NH:9][C:8]=1[C:14]([NH:16][C@@H:17]1[CH2:22][CH2:21][N:20]([C:23]2[S:24][C:25]([C:35]([O-:37])=[O:36])=[C:26]([C:28]([NH:30][CH2:31][CH2:32][O:33][CH3:34])=[O:29])[N:27]=2)[CH2:19][C@@H:18]1[O:38][CH3:39])=[O:15].[CH2:1]([NH2+:3][CH2:4][CH3:5])[CH3:2] |f:4.5|. Procedure details: Diethylamine (0.0058 mL, 0.056 mmol, Aldrich) was added to a suspension of 2-((3S,4R)-4-{[(3,4-dichloro-5-methyl-1H-pyrrol-2-yl)carbonyl]amino}-3-methoxypiperidin-1-yl)-4-{[(2-methoxyethyl)amino]carbonyl}-1,3-thiazole-5-carboxylic acid (0.03 g, 0.056 mmol, Example 387) in methanol (5 mL). After stirring five minutes, methylene chloride was added until solution was homogeneous. The reaction was concentrated and the resulting solid was dried overnight (0.024 g). MS (ES) MH+: 534 for C24H37Cl2N6O6S...